From a dataset of the Open Reaction Database (ORD), a public repository of structured organic reaction records. describe an organic reaction: reactants, conditions, products, and yield The reactants are CC=1C(C(=O)O)C=CCC1 (2-methyl-1,4-dihydrobenzoic acid), [SiH2](O[*:2])[*:1] (polysiloxane). Solvent: C1CCCC2CCCCC12 (decalin), CCCCCC (hexane). Yields the product CC1=C(C(=O)O)C=CC=C1 (2-methylbenzoic acid). Yield: 954.8%. Reaction SMILES: [CH3:1][C:2]1[CH:3]([CH:7]=[CH:8][CH2:9][CH:10]=1)[C:4]([OH:6])=[O:5]>C1C2C(CCCC2)CCC1.CCCCCC>[CH3:1][C:2]1[CH:10]=[CH:9][CH:8]=[CH:7][C:3]=1[C:4]([OH:6])=[O:5]. Procedure details: To a suspension of 2-methyl-1,4-dihydrobenzoic acid (0.085 g, 0.05 mmol; 81% pure, from Aldrich Chemical Company) in decalin (5 mL) under a nitrogen atmosphere was added the polysiloxane matrix material containing a homogeneous dispersion of metal particles (0.100 g). The solution was heated to reflux for 19 h. On cooling the reaction mixture was diluted with hexane (25 mL) and extracted with aqueous sodium hydroxide (5%) solution (2×5 mL). The basic aqueous solution was acidified and extracted ... The reactants are ClCCl, O=C(O)C(=O)c1ccc(C#CCOc2ccc3ccccc3c2)cc1. Yields the product O=C(O)C(=O)c1ccc(CCCOc2ccc3ccccc3c2)cc1. Reaction SMILES: [Cl:26][CH2:27][Cl:28].[cH:1]1[c:2]([O:11][CH2:12][C:13]#[C:14][c:15]2[cH:16][cH:17][c:18]([C:21]([C:22](=[O:23])[OH:24])=[O:25])[cH:19][cH:20]2)[cH:3][cH:4][c:5]2[cH:6][cH:7][cH:8][cH:9][c:10]12>>[cH:1]1[c:2]([O:11][CH2:12][CH2:13][CH2:14][c:15]2[cH:16][cH:17][c:18]([C:21]([C:22](=[O:23])[OH:24])=[O:25])[cH:19][cH:20]2)[cH:3][cH:4][c:5]2[cH:6][cH:7][cH:8][cH:9][c:10]12. The reactants are N1(CCCC1)C(=O)Cl (1-pyrrolidine carbonylchloride), C(=O)(O)[O-].[Na+] (NaHCO3), OCC1(CC1)C1=NN2C(C(=CC=C2C=2C=C(C#N)C=CC2)OC)=N1 (3-[2-(1-Hydroxymethyl-cyclopropyl)-8-methoxy-[1,2,4]triazolo[1,5-a]pyridin-5-yl]-benzonitrile), OCC1(CC1)C1=NN2C(C(=CC=C2C=2C=C(C#N)C=CC2)OC)=N1 (3-[2-(1-Hydroxymethyl-cyclopropyl)-8-methoxy-[1,2,4]triazolo[1,5-a]pyridin-5-yl]-benzonitrile), [H-].[Na+] (NaH). Run in O (H2O), CN(C)C=O (DMF). Conditions: time 1 hour. Product: C(#N)C=1C=C(C=CC1)C1=CC=C(C=2N1N=C(N2)C2(CC2)COC(=O)N2CCCC2)OC (Pyrrolidine-1-carboxylic acid 1-[5-(3-cyano-phenyl)-8-methoxy-[1,2,4]triazolo[1,5-a]pyridin-2-yl]-cyclopropylmethyl ester). As a reaction SMILES: [OH:1][CH2:2][C:3]1([C:6]2[N:24]=[C:9]3[C:10]([O:22][CH3:23])=[CH:11][CH:12]=[C:13]([C:14]4[CH:15]=[C:16]([CH:19]=[CH:20][CH:21]=4)[C:17]#[N:18])[N:8]3[N:7]=2)[CH2:5][CH2:4]1.[H-].[Na+].[N:27]1([C:32](Cl)=[O:33])[CH2:31][CH2:30][CH2:29][CH2:28]1.C([O-])(O)=O.[Na+]>CN(C=O)C.O>[C:17]([C:16]1[CH:15]=[C:14]([C:13]2[N:8]3[N:7]=[C:6]([C:3]4([CH2:2][O:1][C:32]([N:27]5[CH2:31][CH2:30][CH2:29][CH2:28]5)=[O:33])[CH2:5][CH2:4]4)[N:24]=[C:9]3[C:10]([O:22][CH3:23])=[CH:11][CH:12]=2)[CH:21]=[CH:20][CH:19]=1)#[N:18] |f:1.2,4.5|. Procedure details: Under an argon atmosphere 3-[2-(1-Hydroxymethyl-cyclopropyl)-8-methoxy-[1,2,4]triazolo[1,5-a]pyridin-5-yl]-benzonitrile (compound 150) (0.03 g, 0.08 mmol) was dissolved in DMF (0.5 mL). NaH (0.02 g, 0.48 mmol) was added and the suspension was heated at 65° C. for 1 h after which 1-pyrrolidine carbonylchloride (0.088 mL, 0.8 mmol) was added. Stirring was performed at 65° C. for 1 h. The reaction mixture was cooled and aq. NaHCO3 and H2O was added. The aqueous phase was extracted with EtOAc (×2). ... Reactants: FC(C)(F)C=1NC2=CC=C(C(=C2C1)C(F)(F)F)C#N (2-(1,1-difluoroethyl)-4-(trifluoromethyl)-1H-indole-5-carbonitrile), C(=O)([O-])[O-].[Cs+].[Cs+] (Cs2CO3), ClCC1=NOC(=N1)C1=CC(=CC(=C1)F)F (3-(chloromethyl)-5-(3,5-difluorophenyl)-1,2,4-oxadiazole), CC#N (CH3CN). Run in CCOC(=O)C (EtOAc). Run at temperature 70 celsius, time 24 hour. Yields the product FC(C)(F)C=1N(C2=CC=C(C(=C2C1)C(F)(F)F)C#N)CC1=NOC(=N1)C1=CC(=CC(=C1)F)F (2-(1,1-Difluoroethyl)-1-{[5-(3,5-difluorophenyl)-1,2,4-oxadiazol-3-yl]methyl}-4-(trifluoromethyl)-1H-indole-5-carbonitrile). Yield: 77.1%. Reaction SMILES: [F:1][C:2]([C:5]1[NH:6][C:7]2[C:12]([CH:13]=1)=[C:11]([C:14]([F:17])([F:16])[F:15])[C:10]([C:18]#[N:19])=[CH:9][CH:8]=2)([F:4])[CH3:3].C([O-])([O-])=O.[Cs+].[Cs+].Cl[CH2:27][C:28]1[N:32]=[C:31]([C:33]2[CH:38]=[C:37]([F:39])[CH:36]=[C:35]([F:40])[CH:34]=2)[O:30][N:29]=1.CC#N>CCOC(C)=O>[F:4][C:2]([C:5]1[N:6]([CH2:27][C:28]2[N:32]=[C:31]([C:33]3[CH:38]=[C:37]([F:39])[CH:36]=[C:35]([F:40])[CH:34]=3)[O:30][N:29]=2)[C:7]2[C:12]([CH:13]=1)=[C:11]([C:14]([F:15])([F:17])[F:16])[C:10]([C:18]#[N:19])=[CH:9][CH:8]=2)([F:1])[CH3:3] |f:1.2.3|. Reported procedure: A mixture of the indole (0.050 g, 0.18 mmol) from step A, Cs2CO3 (0.065 g, 0.20 mmol), 3-(chloromethyl)-5-(3,5-difluorophenyl)-1,2,4-oxadiazole (0.046 g, 0.20 mmol) and CH3CN (4 mL) was stirred at 70° C. for 24 h. The mixture was diluted with EtOAc (25 mL), washed with water (15 mL), brine (15 mL), dried over (MgSO4) and concentrated. Added 10% Et2O in hexanes (10 mL) and stirred for 2 h. The resulting solid was filtered, rinsed with hexanes and dried to afford the title compound (0.065 g, 76%) ... Starting materials: BrCc1ccccc1, CCCCCC(CC(=O)OC(C)(C)C)C(=O)O, CN(C)C=O, [Na+], O, O=C([O-])O. The product is CCCCCC(CC(=O)OC(C)(C)C)C(=O)OCc1ccccc1. As a reaction SMILES: [Br:6][CH2:7][c:8]1[cH:9][cH:10][cH:11][cH:12][cH:13]1.[C:14]([CH3:15])([CH3:16])([CH3:17])[O:18][C:19](=[O:20])[CH2:21][CH:22]([C:23](=[O:24])[OH:25])[CH2:26][CH2:27][CH2:28][CH2:29][CH3:30].[CH3:32][N:33]([CH3:34])[CH:35]=[O:36].[Na+:1].[OH2:31].[OH:2][C:3](=[O:4])[O-:5]>>[CH2:7]([c:8]1[cH:9][cH:10][cH:11][cH:12][cH:13]1)[O:25][C:23]([CH:22]([CH2:21][C:19]([O:18][C:14]([CH3:15])([CH3:16])[CH3:17])=[O:20])[CH2:26][CH2:27][CH2:28][CH2:29][CH3:30])=[O:24]. The reactants are CO, [Li+], [OH-], O, CCOC(=O)C(CC(=O)OC(C)(C)C)c1cccc2cnccc12. The product is CC(C)(C)OC(=O)CC(C(=O)O)c1cccc2cnccc12. Reaction SMILES: [CH3:27][OH:28].[Li+:26].[OH-:25].[OH2:29].[cH:1]1[n:2][cH:3][cH:4][c:5]2[c:6]([CH:11]([C:12](=[O:13])[O:14][CH2:15][CH3:16])[CH2:17][C:18](=[O:19])[O:20][C:21]([CH3:22])([CH3:23])[CH3:24])[cH:7][cH:8][cH:9][c:10]12>>[cH:1]1[n:2][cH:3][cH:4][c:5]2[c:6]([CH:11]([C:12](=[O:13])[OH:14])[CH2:17][C:18](=[O:19])[O:20][C:21]([CH3:22])([CH3:23])[CH3:24])[cH:7][cH:8][cH:9][c:10]12. Starting materials: O.N (ammonia water), N (ammonia), C(#N)[C@@H]1CC[C@H](CC1)C(=O)O (trans-4-cyanocyclohexane-1-carboxylic acid). Reagents/catalysts: [Co] (cobalt). The product is NC[C@@H]1CC[C@H](CC1)C(=O)O (trans-4-aminomethylcyclohexane-1-carboxylic acid). As a reaction SMILES: O.N.N.[C:4]([C@H:6]1[CH2:11][CH2:10][C@H:9]([C:12]([OH:14])=[O:13])[CH2:8][CH2:7]1)#[N:5]>[Co]>[NH2:5][CH2:4][C@H:6]1[CH2:7][CH2:8][C@H:9]([C:12]([OH:14])=[O:13])[CH2:10][CH2:11]1 |f:0.1|. Procedure: In 75 ml of ammonia water containing 0.033 mole of ammonia, 5 g. of trans-4-cyanocyclohexane-1-carboxylic acid was dissolved. To this solution, 0.5 g of Raney cobalt developed by a known method was added. The mixture was subjected to the same reaction and treatment as described in Example 1, and 4 g. of trans-4-aminomethylcyclohexane-1-carboxylic acid was obtained. Procedure: 1H-Imidazol-4-yl(4-methoxy[1,1′-biphenyl]-3-yl)methanol (0.94 g) was dissolved in dichloromethane (100 ml) and manganese dioxide (5.52 g) was added. The mixture was stirred at room temperature for 14 h, filtrated and concentrated. To the obtained residue was added ethyl acetate and the mixture was crystallized to give the title compound (0.84 g) as a colorless solid. Yields the product N1C=NC(=C1)C(=O)C=1C=C(C=CC1OC)C1=CC=CC=C1 ((1H-imidazol-4-yl)(4-methoxy[1,1′-biphenyl]-3-yl)methanone). Reactants: N1C=NC(=C1)C(O)C=1C=C(C=CC1OC)C1=CC=CC=C1 (1H-Imidazol-4-yl(4-methoxy[1,1′-biphenyl]-3-yl)methanol). Run in ClCCl (dichloromethane). Reagents/catalysts: [O-2].[O-2].[Mn+4] (manganese dioxide). RXN SMILES: [NH:1]1[CH:5]=[C:4]([CH:6]([C:8]2[CH:9]=[C:10]([C:16]3[CH:21]=[CH:20][CH:19]=[CH:18][CH:17]=3)[CH:11]=[CH:12][C:13]=2[O:14][CH3:15])[OH:7])[N:3]=[CH:2]1>ClCCl.[O-2].[O-2].[Mn+4]>[NH:1]1[CH:5]=[C:4]([C:6]([C:8]2[CH:9]=[C:10]([C:16]3[CH:17]=[CH:18][CH:19]=[CH:20][CH:21]=3)[CH:11]=[CH:12][C:13]=2[O:14][CH3:15])=[O:7])[N:3]=[CH:2]1 |f:2.3.4|. Yield: 90.0%. Reaction conditions: time 14 hour. Starting materials: C(C)(C)(C)OC(=O)N1CCC(CC1)OC1=CC(=C(C=C1C(=O)OC)[N+](=O)[O-])C (4-(1-t-butoxycarbonylpiperidin-4-yloxy)-5-methoxycarbonyl-2-methylnitrobenzene). Solvent: Cl (hydrochloric acid). Reaction conditions: temperature 40 celsius, time 1 hour. Product: C(C)(C)(C)OC(=O)N1CCC(CC1)OC1=CC(=C(C=C1C(=O)O)[N+](=O)[O-])C (4-(1-t-Butoxycarbonylpiperidin-4-yloxy)-5-carboxy-2-methylnitrobenzene). Yield: 101.6%. Reaction SMILES: [C:1]([O:5][C:6]([N:8]1[CH2:13][CH2:12][CH:11]([O:14][C:15]2[C:20]([C:21]([O:23]C)=[O:22])=[CH:19][C:18]([N+:25]([O-:27])=[O:26])=[C:17]([CH3:28])[CH:16]=2)[CH2:10][CH2:9]1)=[O:7])([CH3:4])([CH3:3])[CH3:2]>Cl>[C:1]([O:5][C:6]([N:8]1[CH2:9][CH2:10][CH:11]([O:14][C:15]2[C:20]([C:21]([OH:23])=[O:22])=[CH:19][C:18]([N+:25]([O-:27])=[O:26])=[C:17]([CH3:28])[CH:16]=2)[CH2:12][CH2:13]1)=[O:7])([CH3:4])([CH3:3])[CH3:2]. Procedure: A solution of 4-(1-t-butoxycarbonylpiperidin-4-yloxy)-5-methoxycarbonyl-2-methylnitrobenzene (4.9 g) in concentrated hydrochloric acid (100 ml) was stirred at 80° C. for 5 hours. The reaction mixture was concentrated in vacuo. To a solution of the residual white solid in a mixture of water (30 ml) and acetone (30 ml) were added sodium hydrogencarbonate (2.3 g) and di-t-butyl dicarbonate (3.3 g) at room temperature. The resulting mixture was stirred at 40° C. for 1 hour. The reaction mixture was ... The reactants are N (ammonia), NC1=CC=C(C=C1)C=1C(CC(NN1)=O)C (6-(4-aminophenyl)-5-methyl-4,5-dihydro-3(2H)-pyridazinone), O1C=CC(C=C1)=O (4H-pyran-4-one), Cl (hydrochloric acid). Solvent: O (water), O (water). The product is CC1CC(NN=C1C1=CC=C(C=C1)N1C=CC(C=C1)=O)=O (5-Methyl-6-[4-(4-oxo-1,4-dihydropyridin-1-yl)phenyl]-4,5-dihydro-3(2H)-pyridazinone). As a reaction SMILES: [NH2:1][C:2]1[CH:7]=[CH:6][C:5]([C:8]2[CH:9]([CH3:15])[CH2:10][C:11](=[O:14])[NH:12][N:13]=2)=[CH:4][CH:3]=1.O1[CH:21]=[CH:20][C:19](=[O:22])[CH:18]=[CH:17]1.Cl.N>O>[CH3:15][CH:9]1[C:8]([C:5]2[CH:6]=[CH:7][C:2]([N:1]3[CH:21]=[CH:20][C:19](=[O:22])[CH:18]=[CH:17]3)=[CH:3][CH:4]=2)=[N:13][NH:12][C:11](=[O:14])[CH2:10]1. Procedure details: A stirred mixture of 6-(4-aminophenyl)-5-methyl-4,5-dihydro-3(2H)-pyridazinone (1.0 g), 4H-pyran-4-one (0.52 g), water (20 ml), and concentrated hydrochloric acid (0.41 ml) was heated under reflux for 31/2 hours. The resultant solid was dissolved in the minimum of hot water and the solution was neutralised with aqueous ammonia to give the crude product, 1.16 g, m.p. 249°-256° C. The product was recrystallised first from water to which a little 2N NaOH was added, and then from water alone to give...